From a dataset of the Open Reaction Database (ORD), a public repository of structured organic reaction records. describe an organic reaction: reactants, conditions, products, and yield Starting materials: Cc1cc([N+](=O)[O-])c2c(c1Oc1ccc(OCc3ccccc3)c(CCl)c1)CCC2, Cc1ccccc1, c1ccc(P(c2ccccc2)c2ccccc2)cc1. Reaction SMILES: [CH2:1]([c:2]1[cH:3][cH:4][cH:5][cH:6][cH:7]1)[O:8][c:9]1[c:10]([CH2:29][Cl:30])[cH:11][c:12]([O:13][c:14]2[c:15]3[c:19]([c:20]([N+:24](=[O:25])[O-:26])[cH:21][c:22]2[CH3:23])[CH2:18][CH2:17][CH2:16]3)[cH:27][cH:28]1.[CH3:50][c:51]1[cH:52][cH:53][cH:54][cH:55][cH:56]1.[c:31]1([P:37]([c:38]2[cH:39][cH:40][cH:41][cH:42][cH:43]2)[c:44]2[cH:45][cH:46][cH:47][cH:48][cH:49]2)[cH:32][cH:33][cH:34][cH:35][cH:36]1>>[CH2:1]([c:2]1[cH:3][cH:4][cH:5][cH:6][cH:7]1)[O:8][c:9]1[c:10]([CH2:29][P+:37]([c:31]2[cH:32][cH:33][cH:34][cH:35][cH:36]2)([c:38]2[cH:39][cH:40][cH:41][cH:42][cH:43]2)[c:44]2[cH:45][cH:46][cH:47][cH:48][cH:49]2)[cH:11][c:12]([O:13][c:14]2[c:15]3[c:19]([c:20]([N+:24](=[O:25])[O-:26])[cH:21][c:22]2[CH3:23])[CH2:18][CH2:17][CH2:16]3)[cH:27][cH:28]1.[Cl-:30]. Yields the product Cc1cc([N+](=O)[O-])c2c(c1Oc1ccc(OCc3ccccc3)c(C[P+](c3ccccc3)(c3ccccc3)c3ccccc3)c1)CCC2, [Cl-].